Dataset: the Open Reaction Database (ORD), a public repository of structured organic reaction records. Task: describe an organic reaction: reactants, conditions, products, and yield Starting materials: C[Si](C)(C)C#N, CO, O=Cc1ccc(C2=NOC(c3cc(C(F)(F)F)cc(C(F)(F)F)c3)(C(F)(F)F)C2)cc1, [I-], [I-], N, [Zn+2]. The product is N#CC(N)c1ccc(C2=NOC(c3cc(C(F)(F)F)cc(C(F)(F)F)c3)(C(F)(F)F)C2)cc1. Reaction SMILES: [CH3:32][Si:33]([CH3:34])([CH3:35])[C:36]#[N:37].[CH3:38][OH:39].[F:1][C:2]([c:3]1[cH:4][c:5]([C:13]2([C:26]([F:27])([F:28])[F:29])[CH2:14][C:15]([c:18]3[cH:19][cH:20][c:21]([CH:22]=[O:23])[cH:24][cH:25]3)=[N:16][O:17]2)[cH:6][c:7]([C:9]([F:10])([F:11])[F:12])[cH:8]1)([F:30])[F:31].[I-:41].[I-:43].[NH3:40].[Zn+2:42]>>[F:1][C:2]([c:3]1[cH:4][c:5]([C:13]2([C:26]([F:27])([F:28])[F:29])[CH2:14][C:15]([c:18]3[cH:19][cH:20][c:21]([CH:22]([C:36]#[N:37])[NH2:40])[cH:24][cH:25]3)=[N:16][O:17]2)[cH:6][c:7]([C:9]([F:10])([F:11])[F:12])[cH:8]1)([F:30])[F:31]. Reactants: C(C)(C)(C)OC(=O)N1OC(C(=CC1CO)C)C1=CC=C(C=C1)OCC (2-t-butyloxycarbonyl-3,6-dihydro-6-(4-ethoxyphenyl)-3-hydroxymethyl-5-methyl-2H-1,2-oxazine), Cl (hydrogen chloride). The solvent is CO (methanol). Yields the product Cl.C(C)OC1=CC=C(C=C1)C1C(=CC(NO1)CO)C (3,6-dihydro-6-(4-ethoxyphenyl)-3-hydroxymethyl-5-methyl-2H-1,2-oxazine hydrochloride). Reaction SMILES: C(OC([N:8]1[CH:13]([CH2:14][OH:15])[CH:12]=[C:11]([CH3:16])[CH:10]([C:17]2[CH:22]=[CH:21][C:20]([O:23][CH2:24][CH3:25])=[CH:19][CH:18]=2)[O:9]1)=O)(C)(C)C.[ClH:26]>CO>[ClH:26].[CH2:24]([O:23][C:20]1[CH:19]=[CH:18][C:17]([CH:10]2[O:9][NH:8][CH:13]([CH2:14][OH:15])[CH:12]=[C:11]2[CH3:16])=[CH:22][CH:21]=1)[CH3:25] |f:3.4|. Reported procedure: A solution of 2-t-butyloxycarbonyl-3,6-dihydro-6-(4-ethoxyphenyl)-3-hydroxymethyl-5-methyl-2H-1,2-oxazine (2.02 g, 5.78 mmol) in methanol (10 ml) saturated with hydrogen chloride gas was stirred at room temperature for 2 h. The solvent was evaporated and the residue crystallised from methanol-diethyl ether to give 3,6-dihydro-6-(4-ethoxyphenyl)-3-hydroxymethyl-5-methyl-2H-1,2-oxazine hydrochloride as a crystalline product. The reactants are Cn1c(CN2CCN(C(C)(C)C)CC2)nc2c(N3CCOCC3)nc(Cl)nc21, CCn1[nH]c2ccccc2c1=O. Product: CCn1c(=O)c2ccccc2n1-c1nc(N2CCOCC2)c2nc(CN3CCN(C(C)(C)C)CC3)n(C)c2n1. Reaction SMILES: [C:1]([CH3:2])([CH3:3])([CH3:4])[N:5]1[CH2:6][CH2:7][N:8]([CH2:11][c:12]2[n:13]([CH3:28])[c:14]3[n:15][c:16]([Cl:27])[n:17][c:18]([N:21]4[CH2:22][CH2:23][O:24][CH2:25][CH2:26]4)[c:19]3[n:20]2)[CH2:9][CH2:10]1.[CH2:29]([CH3:30])[n:31]1[nH:32][c:33]2[cH:34][cH:35][cH:36][cH:37][c:38]2[c:39]1=[O:40]>>[C:1]([CH3:2])([CH3:3])([CH3:4])[N:5]1[CH2:6][CH2:7][N:8]([CH2:11][c:12]2[n:13]([CH3:28])[c:14]3[n:15][c:16](-[n:32]4[n:31]([CH2:29][CH3:30])[c:39](=[O:40])[c:38]5[c:33]4[cH:34][cH:35][cH:36][cH:37]5)[n:17][c:18]([N:21]4[CH2:22][CH2:23][O:24][CH2:25][CH2:26]4)[c:19]3[n:20]2)[CH2:9][CH2:10]1. Procedure details: A mixture of 3.5 g of methyl 2-fluoro-4-hexadecylaminobenzoate, 40 ml of ethanol, 60 ml of water, and 3.8 g of potassium hydroxide is heated on a steam bath for 14 hours. The hot solution is acidified with concentrated hydrochloric acid. The reaction mixture is cooled and filtered. The colorless residue is recrystallized from chloroform-hexane to yield 2-fluoro-4-(hexadecylamino)benzoic acid as a white solid. Product: FC1=C(C(=O)O)C=CC(=C1)NCCCCCCCCCCCCCCCC (2-fluoro-4-(hexadecylamino)benzoic acid). As a reaction SMILES: [F:1][C:2]1[CH:11]=[C:10]([NH:12][CH2:13][CH2:14][CH2:15][CH2:16][CH2:17][CH2:18][CH2:19][CH2:20][CH2:21][CH2:22][CH2:23][CH2:24][CH2:25][CH2:26][CH2:27][CH3:28])[CH:9]=[CH:8][C:3]=1[C:4]([O:6]C)=[O:5].C(O)C.[OH-].[K+].Cl>O>[F:1][C:2]1[CH:11]=[C:10]([NH:12][CH2:13][CH2:14][CH2:15][CH2:16][CH2:17][CH2:18][CH2:19][CH2:20][CH2:21][CH2:22][CH2:23][CH2:24][CH2:25][CH2:26][CH2:27][CH3:28])[CH:9]=[CH:8][C:3]=1[C:4]([OH:6])=[O:5] |f:2.3|. Reactants: Cl (hydrochloric acid), FC1=C(C(=O)OC)C=CC(=C1)NCCCCCCCCCCCCCCCC (methyl 2-fluoro-4-hexadecylaminobenzoate), C(C)O (ethanol), [OH-].[K+] (potassium hydroxide). Run in O (water). The reactants are CI, CN(C)C=O, [H-], [Na+], O, O=Cc1ccc(C(F)(F)F)cc1O. The product is COc1cc(C(F)(F)F)ccc1C=O. Reaction SMILES: [CH3:16][I:17].[CH3:19][N:20]([CH3:21])[CH:22]=[O:23].[H-:14].[Na+:15].[OH2:18].[OH:1][c:2]1[c:3]([CH:4]=[O:5])[cH:6][cH:7][c:8]([C:10]([F:11])([F:12])[F:13])[cH:9]1>>[O:1]([c:2]1[c:3]([CH:4]=[O:5])[cH:6][cH:7][c:8]([C:10]([F:11])([F:12])[F:13])[cH:9]1)[CH3:16]. Reactants: N1(CCOCC1)C(=O)Cl (morpholine-4-carbonyl chloride), N (NH3). The solvent is CO (methanol), CO (methanol). Yields the product N1(CCOCC1)C(=O)N (morpholine-4-carboxamide). RXN SMILES: [N:1]1([C:7](Cl)=[O:8])[CH2:6][CH2:5][O:4][CH2:3][CH2:2]1.[NH3:10]>CO>[N:1]1([C:7]([NH2:10])=[O:8])[CH2:6][CH2:5][O:4][CH2:3][CH2:2]1. Procedure: A solution of morpholine-4-carbonyl chloride (2.0 g) in methanol (10 mL) and 7 N NH3 in methanol (5 mL) was stirred at 45° C. overnight. The mixture was concentrated to give a solid, which was dried under vacuum. The reactants are COC(C(CC1=CC(=CC=C1)C#N)=C1NCCC1)=O (3-(3-Cyano-phenyl)-2-pyrrolidin-2-ylidene-propionic acid methyl ester), H3BO3. Solvent: C(Cl)Cl (CH2Cl2). Run at temperature 180 celsius. Yields the product N1=C(CCC1)CCC=1C=C(C#N)C=CC1 (3-[2-(4,5-Dihydro-3H-pyrrol-2-yl)-ethyl]benzonitrile). Isolated yield 35.8%. Reaction SMILES: COC(=O)[C:4](=[C:14]1[CH2:18][CH2:17][CH2:16][NH:15]1)[CH2:5][C:6]1[CH:11]=[CH:10][CH:9]=[C:8]([C:12]#[N:13])[CH:7]=1>C(Cl)Cl>[N:15]1[CH2:16][CH2:17][CH2:18][C:14]=1[CH2:4][CH2:5][C:6]1[CH:7]=[C:8]([CH:9]=[CH:10][CH:11]=1)[C:12]#[N:13]. Procedure details: A flask containing 3-(3-Cyano-phenyl)-2-pyrrolidin-2-ylidene-propionic acid methyl ester (0.25 g, 0.977 mmol), and H3BO3 (0.0664 g, 1.07 mmol) is heated to 180° C. for 2 h. The reaction is cooled to RT and treated with H20 (0.8 mL) and CH2Cl2 (2 mL) and the resulting mixture is vigorously stirred. The organic phase is separated, diluted with CH2Cl2 (15 mL) dried over Na2SO4 and concentrated. Purification by flash chromatography (2:1:1/EtOAc:CH2Cl2:hexanes) yields the title compound (0.07 g, 0.35... Starting materials: [Al+3], C[O-], CO, [H-], [H-], [H-], [H-], [Li+], O=C(O)C1Cc2ccccc2N1, [Na+]. Product: OCC1Cc2ccccc2N1. Reaction SMILES: [Al+3:17].[CH3:13][O-:14].[CH3:22][OH:23].[H-:16].[H-:19].[H-:20].[H-:21].[Li+:18].[NH:1]1[CH:2]([C:10](=[O:11])[OH:12])[CH2:3][c:4]2[cH:5][cH:6][cH:7][cH:8][c:9]21.[Na+:15]>>[NH:1]1[CH:2]([CH2:10][OH:11])[CH2:3][c:4]2[cH:5][cH:6][cH:7][cH:8][c:9]21. Starting materials: CO, CCOC(=O)c1cnnn1C, [Na+], [OH-]. The product is Cn1nncc1C(=O)O. Reaction SMILES: [CH3:14][OH:15].[CH3:1][n:2]1[n:3][n:4][cH:5][c:6]1[C:7](=[O:8])[O:9][CH2:10][CH3:11].[Na+:13].[OH-:12]>>[CH3:1][n:2]1[n:3][n:4][cH:5][c:6]1[C:7](=[O:8])[OH:9].